Dataset: the Open Reaction Database (ORD), a public repository of structured organic reaction records. Task: describe an organic reaction: reactants, conditions, products, and yield Starting materials: CC(=O)O, Cc1ccn(C)c1, O=CC(Cl)(Cl)Cl, O=C(O)C(Cl)(Cl)Cl. The product is Cc1cc(C(O)C(Cl)(Cl)Cl)n(C)c1. RXN SMILES: [CH3:21][C:22](=[O:23])[OH:24].[CH3:7][n:8]1[cH:9][c:10]([CH3:13])[cH:11][cH:12]1.[O:1]=[CH:2][C:3]([Cl:4])([Cl:5])[Cl:6].[OH:14][C:15]([C:16]([Cl:17])([Cl:18])[Cl:19])=[O:20]>>[OH:1][CH:2]([C:3]([Cl:4])([Cl:5])[Cl:6])[c:12]1[n:8]([CH3:7])[cH:9][c:10]([CH3:13])[cH:11]1. The reactants are BrC1=NC=CC=C1F (2-bromo-3-fluoropyridine), ClC1=CC(=CC=C1)C(=O)OO (3-chloroperbenzoic acid). The solvent is C(Cl)(Cl)Cl (chloroform). Conditions: temperature 50 celsius, time 18 hour. Yields the product BrC1=[N+](C=CC=C1F)[O-] (2-Bromo-3-fluoropyridine 1-oxide). Yield: 80.2%. Reaction SMILES: [Br:1][C:2]1[C:7]([F:8])=[CH:6][CH:5]=[CH:4][N:3]=1.ClC1C=CC=C(C(OO)=[O:17])C=1>C(Cl)(Cl)Cl>[Br:1][C:2]1[C:7]([F:8])=[CH:6][CH:5]=[CH:4][N+:3]=1[O-:17]. Reported procedure: A mixture of 2-bromo-3-fluoropyridine (1.0 g, 5.7 mmol) and 3-chloroperbenzoic acid (1.5 g, 7.4 mmol) in chloroform (3.5 mL) was stirred at 50° C. for 18 hours, cooled down to room temperature and filtered. The filtrate was concentrated under reduced pressure to give a residue that was purified by flash chromatography (Si—PPC, MeOH:EtOAc, gradient 0:100 to 5:95) to give 2-Bromo-3-fluoropyridine 1-oxide as a white solid (878 mg, 80%). 1H NMR (400 MHz, CHCl3-d): δ 8.25 (dt, J=6.6, 1.3 Hz, 1 H); 7.... RXN SMILES: [CH3:1][C:2]1([CH3:14])[C@@H:4]([CH:5]=O)[C@@H:3]1[C:7]([O:9][C:10]([CH3:13])([CH3:12])[CH3:11])=[O:8].N1CCCCC1.[CH3:21][CH:22](C(O)=O)[C:23]([OH:25])=[O:24].C(OCC)C>N1C=CC=CC=1.C(OCC)(=O)C.CCCCCC>[CH3:1][C:2]1([CH3:14])[C@@H:4](/[CH:5]=[C:22](/[C:23]([OH:25])=[O:24])\[CH3:21])[C@@H:3]1[C:7]([O:9][C:10]([CH3:13])([CH3:12])[CH3:11])=[O:8]. Starting materials: C(C)OCC (diethyl ether), N1CCCCC1 (piperidine), CC(C(=O)O)C(=O)O (methylmalonic acid), CC1([C@H]([C@@H]1C=O)C(=O)OC(C)(C)C)C (tert-butyl (±)-trans-2,2-dimethyl-3-formylcyclopropanecarboxylate). Solvent: C(C)(=O)OCC (ethyl acetate), CCCCCC (n-hexane), N1=CC=CC=C1 (pyridine). Run at temperature 60 celsius, time 1 hour. Yield: 96.1%. Procedure details: Under a nitrogen atmosphere, 0.202 g of tert-butyl (±)-trans-2,2-dimethyl-3-formylcyclopropanecarboxylate was dissolved in 5 mL of anhydrous pyridine. One-fifth milliliter (0.20 mL) of piperidine and 0.242 g of methylmalonic acid was then added thereto, and the resulting mixture was stirred at a temperature of about 60° C. for a time period of about 1 hour. After the mixture was allowed to cool to room temperature, 100 mL of diethyl ether was added to said mixture and the resulting mixture was w... The product is CC1([C@H]([C@@H]1\C=C(/C)\C(=O)O)C(=O)OC(C)(C)C)C (tert-butyl (±)-trans-2,2-dimethyl-3-{2-carboxy-(E)-1-propenyl}cyclopropanecarboxylate). Reactants: CO, CN, CO, N#Cc1ccc(F)cc1, O. The product is CNc1ccc(C#N)cc1. RXN SMILES: [CH3:1][OH:2].[CH3:3][NH2:4].[CH3:5][OH:6].[F:7][c:8]1[cH:9][cH:10][c:11]([C:12]#[N:13])[cH:14][cH:15]1.[OH2:16]>>[CH3:3][NH:4][c:8]1[cH:9][cH:10][c:11]([C:12]#[N:13])[cH:14][cH:15]1. Reactants: CCCN1C(=O)C2(CC)CC(c3ccc([N+](=O)[O-])cc3)(C2)C1=O, CCOC(C)=O. The product is CCCN1C(=O)C2(CC)CC(c3ccc(N)cc3)(C2)C1=O. As a reaction SMILES: [CH2:1]([CH3:2])[C:3]12[C:4](=[O:23])[N:5]([CH2:20][CH2:21][CH3:22])[C:6](=[O:19])[C:7]([c:10]3[cH:11][cH:12][c:13]([N+:16]([O-:17])=[O:18])[cH:14][cH:15]3)([CH2:8]1)[CH2:9]2.[CH3:24][CH2:25][O:26][C:27](=[O:28])[CH3:29]>>[CH2:1]([CH3:2])[C:3]12[C:4](=[O:23])[N:5]([CH2:20][CH2:21][CH3:22])[C:6](=[O:19])[C:7]([c:10]3[cH:11][cH:12][c:13]([NH2:16])[cH:14][cH:15]3)([CH2:8]1)[CH2:9]2. Starting materials: ClC1=C(C(=CC=C1)Cl)NC1=CC=CC=C1 (2,6-dichlorophenylaniline), Cl.ClCCNCCCl (bis(2-chloroethyl)amine hydrochloride), [OH-].[Na+] (NaOH). Yields the product ClC1=C(C(=CC=C1)Cl)N1CCNCC1 (1-(2,6-Dichlorophenyl)piperazine). As a reaction SMILES: [Cl:1][C:2]1[CH:7]=[CH:6][CH:5]=[C:4]([Cl:8])[C:3]=1[NH:9][C:10]1[CH:15]=CC=CC=1.Cl.Cl[CH2:18][CH2:19][NH:20]CCCl.[OH-].[Na+]>>[Cl:8][C:4]1[CH:5]=[CH:6][CH:7]=[C:2]([Cl:1])[C:3]=1[N:9]1[CH2:10][CH2:15][NH:20][CH2:19][CH2:18]1 |f:1.2,3.4|. Procedure: A mixture of 2,6-dichlorophenylaniline (810 mg, 5 mmol, Aldrich) and bis(2-chloroethyl)amine hydrochloride (823 mg, 5 mmol, Aldrich) was subjected to microwave irradiation at 200° C. for 10 min. The reaction mixture was allowed to cool to room temperature then treated with 5N NaOH (5 mL) and extracted with EtOAc (2×20 mL). The combined organic extracts were washed with brine (5 mL), dried over Na2SO4 and filtered. The solvent was removed in vacuo and the residue was purified by silica gel chroma... The reactants are O=C([O-])[O-], COc1ccc(Cn2nc(C)c3c(O)ccnc32)cc1, CCOC(C)=O, CCCCCC, O=[N+]([O-])c1cnc(Cl)nc1, [Cs+], [Cs+], CN(C)C=O. Product: COc1ccc(Cn2nc(C)c3c(Oc4ncc([N+](=O)[O-])cn4)ccnc32)cc1. Reaction SMILES: [C:31](=[O:32])([O-:33])[O-:34].[CH3:1][O:2][c:3]1[cH:4][cH:5][c:6]([CH2:7][n:8]2[n:9][c:10]([CH3:18])[c:11]3[c:12]2[n:13][cH:14][cH:15][c:16]3[OH:17])[cH:19][cH:20]1.[CH3:42][CH2:43][O:44][C:45]([CH3:46])=[O:47].[CH3:48][CH2:49][CH2:50][CH2:51][CH2:52][CH3:53].[Cl:21][c:22]1[n:23][cH:24][c:25]([N+:28](=[O:29])[O-:30])[cH:26][n:27]1.[Cs+:35].[Cs+:36].[O:37]=[CH:38][N:39]([CH3:40])[CH3:41]>>[CH3:1][O:2][c:3]1[cH:4][cH:5][c:6]([CH2:7][n:8]2[n:9][c:10]([CH3:18])[c:11]3[c:12]2[n:13][cH:14][cH:15][c:16]3[O:17][c:22]2[n:23][cH:24][c:25]([N+:28](=[O:29])[O-:30])[cH:26][n:27]2)[cH:19][cH:20]1.